describe an organic reaction: reactants, conditions, products, and yield From a dataset of the Open Reaction Database (ORD), a public repository of structured organic reaction records. Reactants: CCOC(=O)C1CCNCC1, ClCCl, CN(C)c1ccncc1, O=S(=O)(Cl)N1CCOCC1. The product is CCOC(=O)C1CCN(S(=O)(=O)N2CCOCC2)CC1. RXN SMILES: [CH2:1]([CH3:2])[O:3][C:4](=[O:5])[CH:6]1[CH2:7][CH2:8][NH:9][CH2:10][CH2:11]1.[CH2:22]([Cl:23])[Cl:24].[CH3:25][N:26]([CH3:27])[c:28]1[cH:29][cH:30][n:31][cH:32][cH:33]1.[O:12]1[CH2:13][CH2:14][N:15]([S:18](=[O:19])(=[O:20])[Cl:21])[CH2:16][CH2:17]1>>[CH2:1]([CH3:2])[O:3][C:4](=[O:5])[CH:6]1[CH2:7][CH2:8][N:9]([S:18]([N:15]2[CH2:14][CH2:13][O:12][CH2:17][CH2:16]2)(=[O:19])=[O:20])[CH2:10][CH2:11]1. The reactants are FC=1C=C(C2=C(NC(=N2)C2=CC=C(C=C2)C=O)C1)C(=O)N (6-fluoro-2-(4-formylphenyl)-1H-benzimidazole-4-carboxamide), C(C)(C)(C)OC(=O)NC1CNCC1 (3-(tert-butoxycarbonylamino)pyrrolidine), C(#N)[BH3-].[Na+] (Sodium cyanoborohydride). Reagents/catalysts: [Cl-].[Zn+2].[Cl-] (zinc chloride). Run in CO.CN(C)C=O (methanol N,N′-dimethylformamide). Reaction conditions: temperature 50 celsius, time 18 hour. Product: NC(=O)C1=CC=CC=2NC(=NC21)C2=CC=C(CN1CC(CC1)NC(OC(C)(C)C)=O)C=C2 (tert-butyl 1-{4-[4-(aminocarbonyl)-1H-benzimidazol-2-yl]benzyl}pyrrolidin-3-ylcarbamate). The yield is 84.3%. Reaction SMILES: F[C:2]1[CH:3]=[C:4]([C:19]([NH2:21])=[O:20])[C:5]2[N:9]=[C:8]([C:10]3[CH:15]=[CH:14][C:13]([CH:16]=O)=[CH:12][CH:11]=3)[NH:7][C:6]=2[CH:18]=1.[C:22]([O:26][C:27]([NH:29][CH:30]1[CH2:34][CH2:33][NH:32][CH2:31]1)=[O:28])([CH3:25])([CH3:24])[CH3:23].C([BH3-])#N.[Na+]>[Cl-].[Zn+2].[Cl-].CO.CN(C=O)C>[NH2:21][C:19]([C:4]1[C:5]2[N:9]=[C:8]([C:10]3[CH:15]=[CH:14][C:13]([CH2:16][N:32]4[CH2:33][CH2:34][CH:30]([NH:29][C:27](=[O:28])[O:26][C:22]([CH3:24])([CH3:23])[CH3:25])[CH2:31]4)=[CH:12][CH:11]=3)[NH:7][C:6]=2[CH:18]=[CH:2][CH:3]=1)=[O:20] |f:2.3,4.5.6,7.8|. Procedure details: A solution of EXAMPLE 7B (300 mg, 1.13 mmol) and 3-(tert-butoxycarbonylamino)pyrrolidine (631 mg, 3.39 mmol) in 1:1 methanol/N,N′-dimethylformamide (20 mL) was stirred at ambient temperature for 2 hours. Sodium cyanoborohydride (213 mg, 3.39 mmol) and zinc chloride (154 mg, 1.13 mmol) were added and the mixture stirred at 50° C. for 18 hours. The mixture was concentrated and the residue purified by HPLC (Zorbax C-8, 0.1% trifluoroacetic acid/acetonitrile/water) to provide the title compound (415... Yields the product C(C1=CC=CC=C1)N1C2(CCCC2)CNC(C1)C (6-Benzyl-8-methyl-6,9-diaza-spiro[4.5]decane). Procedure: 6-Benzyl-8-methyl-6,9-diaza-spiro[4.5]decane was synthesized in analogy to 6-benzyl-8,8-dimethyl-6,9-diaza-spiro[4.5]decane starting from 1,2-diamino-propane and 1-hydroxycyclopentane-1-carbonitrile. Reactants: C(C1=CC=CC=C1)N1C2(CCCC2)CNC(C1)(C)C (6-benzyl-8,8-dimethyl-6,9-diaza-spiro[4.5]decane), NCC(C)N (1,2-diamino-propane), OC1(CCCC1)C#N (1-hydroxycyclopentane-1-carbonitrile). Reaction SMILES: [CH2:1]([N:8]1[CH2:17][C:16](C)([CH3:18])[NH:15][CH2:14][C:9]21[CH2:13][CH2:12][CH2:11][CH2:10]2)[C:2]1[CH:7]=[CH:6][CH:5]=[CH:4][CH:3]=1.NCC(N)C.OC1(C#N)CCCC1>>[CH2:1]([N:8]1[CH2:17][CH:16]([CH3:18])[NH:15][CH2:14][C:9]21[CH2:10][CH2:11][CH2:12][CH2:13]2)[C:2]1[CH:7]=[CH:6][CH:5]=[CH:4][CH:3]=1. Reactants: COc1ccc(OCc2ccccc2)cc1C(=O)CBr, CN(C)C=O, [H-], [Na+], O, Oc1cccnc1. Yields the product COc1ccc(OCc2ccccc2)cc1C(=O)COc1cccnc1. As a reaction SMILES: [CH2:1]([c:2]1[cH:3][cH:4][cH:5][cH:6][cH:7]1)[O:8][c:9]1[cH:10][cH:11][c:12]([O:19][CH3:20])[c:13]([C:14]([CH2:15][Br:16])=[O:17])[cH:18]1.[CH3:31][N:32]([CH3:33])[CH:34]=[O:35].[H-:29].[Na+:28].[OH2:30].[OH:21][c:22]1[cH:23][n:24][cH:25][cH:26][cH:27]1>>[CH2:1]([c:2]1[cH:3][cH:4][cH:5][cH:6][cH:7]1)[O:8][c:9]1[cH:10][cH:11][c:12]([O:19][CH3:20])[c:13]([C:14]([CH2:15][O:21][c:22]2[cH:23][n:24][cH:25][cH:26][cH:27]2)=[O:17])[cH:18]1. The reactants are O=C([O-])O, CS(=O)(=O)OCC1CCC2CN(c3ncccn3)CCN2C1, [Na+], N#C[Na], CN(C)C=O. Product: N#CCC1CCC2CN(c3ncccn3)CCN2C1. Reaction SMILES: [C:26](=[O:27])([OH:28])[O-:29].[CH3:1][S:2]([O:3][CH2:6][CH:7]1[CH2:8][CH2:9][CH:10]2[N:11]([CH2:12][CH2:13][N:14]([c:16]3[n:17][cH:18][cH:19][cH:20][n:21]3)[CH2:15]2)[CH2:22]1)(=[O:4])=[O:5].[Na+:30].[Na:23][C:24]#[N:25].[O:31]=[CH:32][N:33]([CH3:34])[CH3:35]>>[CH2:6]([CH:7]1[CH2:8][CH2:9][CH:10]2[N:11]([CH2:12][CH2:13][N:14]([c:16]3[n:17][cH:18][cH:19][cH:20][n:21]3)[CH2:15]2)[CH2:22]1)[C:24]#[N:25]. The reagents and catalysts are [O-2].[O-2].[Mn+4] (manganese dioxide). The solvent is C(Cl)Cl (methylene chloride), C(Cl)Cl (methylene chloride). Run at time 15 minute. Reactants: C(C)OC(C)OCC#CC(O)C1=C(C(=C(C=C1)OC)OC)OC (4-(1-ethoxyethoxy)-1-(2,3,4-trimethoxyphenyl)-2-butyn-1-ol). RXN SMILES: [CH2:1]([O:3][CH:4]([O:6][CH2:7][C:8]#[C:9][CH:10]([C:12]1[CH:17]=[CH:16][C:15]([O:18][CH3:19])=[C:14]([O:20][CH3:21])[C:13]=1[O:22][CH3:23])[OH:11])[CH3:5])[CH3:2]>C(Cl)Cl.[O-2].[O-2].[Mn+4]>[CH2:1]([O:3][CH:4]([O:6][CH2:7][C:8]#[C:9][C:10]([C:12]1[CH:17]=[CH:16][C:15]([O:18][CH3:19])=[C:14]([O:20][CH3:21])[C:13]=1[O:22][CH3:23])=[O:11])[CH3:5])[CH3:2] |f:2.3.4|. Reported procedure: A solution of 12 g (37 mmol) of 4-(1-ethoxyethoxy)-1-(2,3,4-trimethoxyphenyl)-2-butyn-1-ol in 50 ml of methylene chloride was added dropwise at 0° to a suspension of 95.3 g (1.1 mol) of manganese dioxide in 150 ml of methylene chloride. The reaction mixture was stirred at 0° for 15 minutes, filtered over magnesium sulphate and concentrated. Chromatography of the residue over 300 g of silica gel (elution agent ether/hexane 1:1) yielded 4-(1-ethoxyethoxy)-1-(2,3,4-trimethoxyphenyl)-2-butyn-1-one a... The product is C(C)OC(C)OCC#CC(=O)C1=C(C(=C(C=C1)OC)OC)OC (4-(1-ethoxyethoxy)-1-(2,3,4-trimethoxyphenyl)-2-butyn-1-one). Reactants: C(#N)C(=C(C=CN(C)C)C1=CC=C(C=C1)Cl)C(=O)OC (1-cyano-1-methoxycarbonyl-4-(N,N-dimethylamino)-2-(4-chlorophenyl)-1,3-butadiene), Br (HBr), ice water, resultant mixture. Solvent: C(C)(=O)O (acetic acid), C(C)(=O)O (acetic acid). Yields the product BrC1=C(C(=O)OC)C(=CC=N1)C1=CC=C(C=C1)Cl (methyl 2-bromo-4-(4-chlorophenyl)nicotinate). The yield is 83.5%. RXN SMILES: C([C:3]([C:17]([O:19][CH3:20])=[O:18])=[C:4]([C:10]1[CH:15]=[CH:14][C:13]([Cl:16])=[CH:12][CH:11]=1)[CH:5]=[CH:6][N:7](C)[CH3:8])#N.[BrH:21]>C(O)(=O)C>[Br:21][C:8]1[N:7]=[CH:6][CH:5]=[C:4]([C:10]2[CH:15]=[CH:14][C:13]([Cl:16])=[CH:12][CH:11]=2)[C:3]=1[C:17]([O:19][CH3:20])=[O:18]. Procedure details: To a solution of 80.0 g (0.28 mol) of 1-cyano-1-methoxycarbonyl-4-(N,N-dimethylamino)-2-(4-chlorophenyl)-1,3-butadiene in 100 ml of acetic acid, an acetic acid solution of 25% HBr was then gradually added dropwise at room temperature with stirring. After the dropwise addition, the resultant mixture was stirred at room temperature for 3 hours. The reaction mixture was then poured into ice water to precipitate a crystal. The crystal thus precipitated was filtrated out and washed with water and dri... Starting materials: BrC1=C(C=C(C=C1)C(CCl)=O)S(N)(=O)=O (4'-bromo-3'-sulfamoyl-2-chloroacetophenone), C(C)NC(=S)NCC (1,3-diethylthiourea). The product is Cl.C(C)N1C(SCC1(O)C1=CC(=C(C=C1)Br)S(N)(=O)=O)=NCC (3-Ethyl-2-ethylimino-4-(4-bromo-3-sulfamoylphenyl)-1,3-thiazolidine-4-ol-hydrochloride). Reaction SMILES: [Br:1][C:2]1[CH:7]=[CH:6][C:5]([C:8](=[O:11])[CH2:9][Cl:10])=[CH:4][C:3]=1[S:12](=[O:15])(=[O:14])[NH2:13].[CH2:16]([NH:18][C:19]([NH:21][CH2:22][CH3:23])=[S:20])[CH3:17]>>[ClH:10].[CH2:22]([N:21]1[C:8]([C:5]2[CH:6]=[CH:7][C:2]([Br:1])=[C:3]([S:12](=[O:15])(=[O:14])[NH2:13])[CH:4]=2)([OH:11])[CH2:9][S:20][C:19]1=[N:18][CH2:16][CH3:17])[CH3:23] |f:2.3|. Procedure details: 4.6 g of 4'-bromo-3'-sulfamoyl-2-chloroacetophenone and 1.8 g of ground 1,3-diethylthiourea were reacted and worked up according to the prescription given in Example 12. Colorless solid body, decomposition beginning at 103° C, C=N 1615 cm-1. Starting materials: FC(F)(Br)Br, CN(C)C=O, [H-], [Na+], N#Cc1c(N2CCc3ccccc3CC2)nc[nH]c1=O. Product: N#Cc1c(OC(F)(F)Br)ncnc1N1CCc2ccccc2CC1. RXN SMILES: [Br:21][C:22]([F:23])([F:24])[Br:25].[CH3:28][N:29]([CH3:30])[CH:31]=[O:32].[H-:26].[Na+:27].[O:1]=[c:2]1[c:3]([C:19]#[N:20])[c:4]([N:8]2[CH2:9][CH2:10][c:11]3[c:12]([cH:15][cH:16][cH:17][cH:18]3)[CH2:13][CH2:14]2)[n:5][cH:6][nH:7]1>>[O:1]([c:2]1[c:3]([C:19]#[N:20])[c:4]([N:8]2[CH2:9][CH2:10][c:11]3[c:12]([cH:15][cH:16][cH:17][cH:18]3)[CH2:13][CH2:14]2)[n:5][cH:6][n:7]1)[C:22]([Br:21])([F:23])[F:24].